Dataset: the Open Reaction Database (ORD), a public repository of structured organic reaction records. Task: describe an organic reaction: reactants, conditions, products, and yield The reactants are N(=[N+]=[N-])[C@@H]1C(SC2=CC=CC=C2)O[C@H]([C@H]([C@H]1OC(C)=O)OC(C)=O)C (phenyl 2-azido-3,4-di-O-acetyl-2,6-dideoxy-1-thio-L-galactopyranoside), C(=O)([O-])[O-].[K+].[K+] (K2CO3). The solvent is CO (methanol). Conditions: time 1.5 hour. The product is N(=[N+]=[N-])[C@@H]1C(SC2=CC=CC=C2)O[C@H]([C@H]([C@H]1O)O)C (phenyl 2-azido-2,6-dideoxy-1-thio-L-galactopyranoside). Yield: 91.1%. As a reaction SMILES: [N:1]([C@H:4]1[C@H:16]([O:17]C(=O)C)[C@H:15]([O:21]C(=O)C)[C@H:14]([CH3:25])[O:13][CH:5]1[S:6][C:7]1[CH:12]=[CH:11][CH:10]=[CH:9][CH:8]=1)=[N+:2]=[N-:3].C([O-])([O-])=O.[K+].[K+]>CO>[N:1]([C@H:4]1[C@H:16]([OH:17])[C@H:15]([OH:21])[C@H:14]([CH3:25])[O:13][CH:5]1[S:6][C:7]1[CH:8]=[CH:9][CH:10]=[CH:11][CH:12]=1)=[N+:2]=[N-:3] |f:1.2.3|. Procedure details: To a solution of 22 (4.40 g, 12.1 mmol) in 120 mL of methanol is added K2CO3 (5.97 g, 36.2 mmol). The reaction mixture is stirred at room temperature for 1.5 h and then neutralized with amberlite resin, filtered, concentrated and purified by flash chromatography (5% methanol/CH2Cl2) to yield 3.10 g (91%, 2 steps) of phenyl 2-azido-2,6-dideoxy-1-thio-L-galactopyranoside (23) as a 2.5:1 (α:β) mixture of anomers: Rf 0.10 (25% EtOAc/petroleum ether); 1H NMR (CDCl3, 270 MHz) mixture of anomers, δ 7.6... Reactants: C(CC)C1C(CCC(C(OC(C2CCCCN2C(C(C2(C(CC(C(C(CC(CC(=C1)C)C)OC)O2)OC)C)O)=O)=O)=O)C(=CC2CC(C(CC2)O)OC)C)C)=O (17-Propyl-1-hydroxy-12-[2-(4-hydroxy-3-methoxycyclohexyl)-1-methylvinyl]-23,25-dimethoxy-13,19,21,27-tetramethyl-11,28-dioxa-4-azatricyclo[22.3.1.04,9 ]octacos-18-ene-2,3,10,16-tetraone), [Cr](=O)(=O)([O-])O[Cr](=O)(=O)[O-].[K+].[K+] (potassium dichromate). Solvent: C(C)(=O)O (acetic acid). Conditions: time 8 hour. The product is C(CC)C1C(CCC(C(OC(C2CCCCN2C(C(C2(C(CC(C(C(CC(CC(=C1)C)C)OC)O2)OC)C)O)=O)=O)=O)C(=CC2CC(C(CC2)=O)OC)C)C)=O (17-Propyl-1-hydroxy-12-[2-(3-methoxy-4-oxocyclohexyl)-1-methylvinyl]-23,25-dimethoxy-13,19,21,27-tetramethyl-11,28-dioxa-4-azatricyclo[22.3.1.04,9 ]octacos-18-ene-2,3,10,16-tetraone). The yield is 60.2%. RXN SMILES: [CH2:1]([CH:4]1[CH:30]=[C:29]([CH3:31])[CH2:28][CH:27]([CH3:32])[CH2:26][CH:25]([O:33][CH3:34])[CH:24]2[O:35][C:20]([OH:39])([CH:21]([CH3:38])[CH2:22][CH:23]2[O:36][CH3:37])[C:19](=[O:40])[C:18](=[O:41])[N:17]2[CH:12]([CH2:13][CH2:14][CH2:15][CH2:16]2)[C:11](=[O:42])[O:10][CH:9]([C:43]([CH3:54])=[CH:44][CH:45]2[CH2:50][CH2:49][CH:48]([OH:51])[CH:47]([O:52][CH3:53])[CH2:46]2)[CH:8]([CH3:55])[CH2:7][CH2:6][C:5]1=[O:56])[CH2:2][CH3:3].[Cr](O[Cr]([O-])(=O)=O)([O-])(=O)=O.[K+].[K+]>C(O)(=O)C>[CH2:1]([CH:4]1[CH:30]=[C:29]([CH3:31])[CH2:28][CH:27]([CH3:32])[CH2:26][CH:25]([O:33][CH3:34])[CH:24]2[O:35][C:20]([OH:39])([CH:21]([CH3:38])[CH2:22][CH:23]2[O:36][CH3:37])[C:19](=[O:40])[C:18](=[O:41])[N:17]2[CH:12]([CH2:13][CH2:14][CH2:15][CH2:16]2)[C:11](=[O:42])[O:10][CH:9]([C:43]([CH3:54])=[CH:44][CH:45]2[CH2:50][CH2:49][C:48](=[O:51])[CH:47]([O:52][CH3:53])[CH2:46]2)[CH:8]([CH3:55])[CH2:7][CH2:6][C:5]1=[O:56])[CH2:2][CH3:3] |f:1.2.3|. Procedure details: To a stirred solution of the title compound from Example 12 (25 mg) in acetic acid (5 ml) was added potassium dichromate (25 mg), and stirring was continued overnight. The solution was then evaporated to dryness. Chromatography on silica using ether as eluant gave the title compound (15 mg). The reactants are ClC1=C(C=CC=C1)NC(=O)NC1=NC=NC(=C1)Cl (1-(2-chloro-phenyl)-3-(6-chloro-pyrimidin-4-yl)-urea), N1(CCOCC1)CCCOC1=CC=C(C=C1)N (4-(3-morpholin-4-yl-propoxy)-phenylamine), Cl (HCl). Run in C(C)O (ethanol), O (water). Yields the product ClC1=C(C=CC=C1)NC(=O)NC1=NC=NC(=C1)NC1=CC=C(C=C1)OCCCN1CCOCC1 (1-(2-Chloro-phenyl)-3-{6-[4-(3-morpholin-4-yl-propoxy)-phenylamino]-pyrimidin-4-yl}-urea). As a reaction SMILES: [Cl:1][C:2]1[CH:7]=[CH:6][CH:5]=[CH:4][C:3]=1[NH:8][C:9]([NH:11][C:12]1[CH:17]=[C:16](Cl)[N:15]=[CH:14][N:13]=1)=[O:10].[N:19]1([CH2:25][CH2:26][CH2:27][O:28][C:29]2[CH:34]=[CH:33][C:32]([NH2:35])=[CH:31][CH:30]=2)[CH2:24][CH2:23][O:22][CH2:21][CH2:20]1.Cl>C(O)C.O>[Cl:1][C:2]1[CH:7]=[CH:6][CH:5]=[CH:4][C:3]=1[NH:8][C:9]([NH:11][C:12]1[CH:17]=[C:16]([NH:35][C:32]2[CH:33]=[CH:34][C:29]([O:28][CH2:27][CH2:26][CH2:25][N:19]3[CH2:20][CH2:21][O:22][CH2:23][CH2:24]3)=[CH:30][CH:31]=2)[N:15]=[CH:14][N:13]=1)=[O:10]. Procedure details: A solution of 1-(2-chloro-phenyl)-3-(6-chloro-pyrimidin-4-yl)-urea (99 mg, 0.35 mmol), 4-(3-morpholin-4-yl-propoxy)-phenylamine [Chabrier et al. Bull. Soc. Chim. Fr. 1955; 1353] (83 mg, 0.35 mmol), and concentrated HCl (0.1 ml, 1.4 mmol) in ethanol (5 ml) was refluxed for 32 h. The reaction mixture is cooled to RT, and diluted with water. The acidic solution is washed with ethyl acetate, basified with aqueous ammoniac, and extracted with DCM. The combined organic phases are dried over sodium sul... Starting materials: NC=1C=C2C(=CNC2=CC1)C1CCN(CC1)C (5-amino-3-(1-methyl-piperidin-4-yl)-1H-indole), CC1=C(C(=O)Cl)C=CC=C1 (2-methylbenzoyl chloride). Product: CC1=C(C(=O)NC=2C=C3C(=CNC3=CC2)C2CCN(CC2)C)C=CC=C1 (5-(2-methylbenzoyl)amino-3-(1-methylpiperidin-4-yl)-1H-indole). Isolated yield 94.2%. Reaction SMILES: [NH2:1][C:2]1[CH:3]=[C:4]2[C:8](=[CH:9][CH:10]=1)[NH:7][CH:6]=[C:5]2[CH:11]1[CH2:16][CH2:15][N:14]([CH3:17])[CH2:13][CH2:12]1.[CH3:18][C:19]1[CH:27]=[CH:26][CH:25]=[CH:24][C:20]=1[C:21](Cl)=[O:22]>>[CH3:18][C:19]1[CH:27]=[CH:26][CH:25]=[CH:24][C:20]=1[C:21]([NH:1][C:2]1[CH:3]=[C:4]2[C:8](=[CH:9][CH:10]=1)[NH:7][CH:6]=[C:5]2[CH:11]1[CH2:16][CH2:15][N:14]([CH3:17])[CH2:13][CH2:12]1)=[O:22]. Procedure details: Beginning with 10 mg (0.0437 mMol) 5-amino-3-(1-methyl-piperidin-4-yl)-1H-indole and 6.0 μL (0.0458 mMol) 2-methylbenzoyl chloride, 14.3 mg (95%) of the title compound were recovered. Reactants: CC(=O)C (acetone), [OH-].[K+] (Potassium hydroxide), O1C=CC=2C1=NC(=C(C2)C(=O)OCC)C(=O)OCC (diethyl furo[2,3-b]pyridine-5,6-dicarboxylate). The solvent is O (water), C(C)O (ethanol). Conditions: temperature 60 celsius. Yields the product O1C=CC=2C1=NC(=C(C2)C(=O)O)C(=O)O (furo[2,3-b]pyridine-5,6-dicarboxylic acid). RXN SMILES: [OH-].[K+].[O:3]1[C:7]2=[N:8][C:9]([C:17]([O:19]CC)=[O:18])=[C:10]([C:12]([O:14]CC)=[O:13])[CH:11]=[C:6]2[CH:5]=[CH:4]1.CC(C)=O>O.C(O)C>[O:3]1[C:7]2=[N:8][C:9]([C:17]([OH:19])=[O:18])=[C:10]([C:12]([OH:14])=[O:13])[CH:11]=[C:6]2[CH:5]=[CH:4]1 |f:0.1|. Procedure details: Potassium hydroxide (5.60 g, 85%, 0.087 mol) in water (5 mL) is added to a stirred suspension of diethyl furo[2,3-b]pyridine-5,6-dicarboxylate (9.3 g, 0.035 mol) in absolute ethanol (100 mL). The reaction mixture is heated at 60° C. for one hour, then cooled and anhydrous acetone added. The precipitate is filtered off, dried, suspended in dry acetone and treated with hydrogen chloride to adjust to a pH of 2. Crystallization of the isolated solids from an ethyl acetate-acetone mixture affords fur... The reactants are COc1cc2c(ccn2S(=O)(=O)c2ccccc2)cc1OCCNC(C)=O, CC#N, O=P(Cl)(Cl)Cl. Yields the product COc1cc2c(ccn2S(=O)(=O)c2ccccc2)c2c1OCCN=C2C. Reaction SMILES: [CH3:1][O:2][c:3]1[c:4]([O:21][CH2:22][CH2:23][NH:24][C:25]([CH3:26])=[O:27])[cH:5][c:6]2[cH:7][cH:8][n:9]([S:12](=[O:13])(=[O:14])[c:15]3[cH:16][cH:17][cH:18][cH:19][cH:20]3)[c:10]2[cH:11]1.[CH3:33][C:34]#[N:35].[P:28]([Cl:29])([Cl:30])([Cl:31])=[O:32]>>[CH3:1][O:2][c:3]1[c:4]2[c:5]([c:6]3[cH:7][cH:8][n:9]([S:12](=[O:13])(=[O:14])[c:15]4[cH:16][cH:17][cH:18][cH:19][cH:20]4)[c:10]3[cH:11]1)[C:25]([CH3:26])=[N:24][CH2:23][CH2:22][O:21]2. The reactants are [Cl-].ClC1[NH+](CCN1C)C (2-chloro-1,3-dimethylimidazolinium chloride), NC=1C(=C(C(=C(C(=O)O)C1I)I)C(=O)O)I (5-amino-2,4,6-triiodoisophthalic acid), C1(=CC=CC=C1)C (toluene). Run in CCCCCC (hexane). Product: NC=1C(=C(C(=C(C(=O)Cl)C1I)I)C(=O)Cl)I (5-amino-2,4,6-triiodoisophthaloyl dichloride). Isolated yield 94.8%. Reaction SMILES: [Cl-:1].[Cl:2]C1N(C)CC[NH+]1C.[NH2:10][C:11]1[C:12]([I:25])=[C:13]([C:22](O)=[O:23])[C:14]([I:21])=[C:15]([C:19]=1[I:20])[C:16](O)=[O:17].C1(C)C=CC=CC=1>CCCCCC>[NH2:10][C:11]1[C:12]([I:25])=[C:13]([C:22]([Cl:2])=[O:23])[C:14]([I:21])=[C:15]([C:19]=1[I:20])[C:16]([Cl:1])=[O:17] |f:0.1|. Reported procedure: To a reaction flask, 4.23 g (0.025 mole) of 2-chloro-1,3-dimethylimidazolinium chloride, 5.58 g (0.01 mole) of 5-amino-2,4,6-triiodoisophthalic acid and 80 g of toluene were charged and reacted at 105°-110° C. for 4 hours. Thereafter, the reaction mass was cooled and toluene was removed under reduced pressure. To the concentrate thus obtained, 100 ml of hexane was added to crystallize 5-amino-2,4,6-triiodoisophthaloyl dichloride. The precipitate was filtered and dried under reduced pressure to o... Starting materials: BrC(Br)(Br)Br, CC(C)(C)OC(=O)Nc1cc(CO)ccn1, ClCCl, c1ccc(P(c2ccccc2)c2ccccc2)cc1. Yields the product CC(C)(C)OC(=O)Nc1cc(CBr)ccn1. As a reaction SMILES: [Br:36][C:37]([Br:38])([Br:39])[Br:40].[C:1]([CH3:2])([CH3:3])([CH3:4])[O:5][C:6]([NH:7][c:8]1[n:9][cH:10][cH:11][c:12]([CH2:14][OH:15])[cH:13]1)=[O:16].[Cl:41][CH2:42][Cl:43].[c:17]1([P:18]([c:19]2[cH:20][cH:21][cH:22][cH:23][cH:24]2)[c:25]2[cH:26][cH:27][cH:28][cH:29][cH:30]2)[cH:31][cH:32][cH:33][cH:34][cH:35]1>>[C:1]([CH3:2])([CH3:3])([CH3:4])[O:5][C:6]([NH:7][c:8]1[n:9][cH:10][cH:11][c:12]([CH2:14][Br:36])[cH:13]1)=[O:16]. The reactants are C(C)(C)(C)C1=C(C(=CC=C1)C(C)(C)C)O (2,6-di-t-butylphenol), C=O (formaldehyde), [OH-].[K+] (potassium hydroxide), [N+](=O)([O-])C(C)C (2-nitropropane). Solvent: CO (methanol). The product is C(C)(C)(C)C1=C(C(=CC(=C1)CC(C)([N+](=O)[O-])C)C(C)(C)C)O (2,6-di-t-butyl-4-(2-methyl-2-nitropropyl)phenol). As a reaction SMILES: [C:1]([C:5]1[CH:10]=[CH:9][CH:8]=[C:7]([C:11]([CH3:14])([CH3:13])[CH3:12])[C:6]=1[OH:15])([CH3:4])([CH3:3])[CH3:2].[CH2:16]=O.[OH-].[K+].[N+:20]([CH:23]([CH3:25])[CH3:24])([O-:22])=[O:21]>CO>[C:11]([C:7]1[CH:8]=[C:9]([CH2:24][C:23]([CH3:16])([N+:20]([O-:22])=[O:21])[CH3:25])[CH:10]=[C:5]([C:1]([CH3:4])([CH3:3])[CH3:2])[C:6]=1[OH:15])([CH3:14])([CH3:13])[CH3:12] |f:2.3|. Reported procedure: 2,6-di-t-butylphenol, 20.6 g, in 100 ml of stirred methanol containing 16.2 g of 37% aqueous formaldehyde (excess) was treated with a freshly prepared solution of 5.6 g of potassium hydroxide and 8.9 g of 2-nitropropane and heated under nitrogen for 21/2 hours. Upon cooling, 19.8 g of product, mp 101°-4° C., was obtained in two crops. Recrystallization from methanol afforded product melting 103.5°-105.5° C.